From a dataset of the Open Reaction Database (ORD), a public repository of structured organic reaction records. describe an organic reaction: reactants, conditions, products, and yield The reactants are BrB(Br)Br, COc1cccc(CNC(=O)c2cc(Cl)c(C(=O)O)c(Cl)c2)c1, ClCCl. The product is O=C(NCc1cccc(O)c1)c1cc(Cl)c(C(=O)O)c(Cl)c1. As a reaction SMILES: [B:24]([Br:25])([Br:26])[Br:27].[Cl:1][c:2]1[c:3]([C:4](=[O:5])[OH:6])[c:7]([Cl:23])[cH:8][c:9]([C:11](=[O:12])[NH:13][CH2:14][c:15]2[cH:16][c:17]([O:21][CH3:22])[cH:18][cH:19][cH:20]2)[cH:10]1.[Cl:28][CH2:29][Cl:30]>>[Cl:1][c:2]1[c:3]([C:4](=[O:5])[OH:6])[c:7]([Cl:23])[cH:8][c:9]([C:11](=[O:12])[NH:13][CH2:14][c:15]2[cH:16][c:17]([OH:21])[cH:18][cH:19][cH:20]2)[cH:10]1. Reactants: O=C([O-])[O-], BrCc1ccccc1, [K+], [K+], CCOC(=O)N1CCCNCC1, C1CCOC1, O. Yields the product CCOC(=O)N1CCCN(Cc2ccccc2)CC1. RXN SMILES: [C:1](=[O:2])([O-:3])[O-:4].[CH2:19]([c:20]1[cH:21][cH:22][cH:23][cH:24][cH:25]1)[Br:26].[K+:5].[K+:6].[N:7]1([C:14](=[O:15])[O:16][CH2:17][CH3:18])[CH2:8][CH2:9][NH:10][CH2:11][CH2:12][CH2:13]1.[O:28]1[CH2:29][CH2:30][CH2:31][CH2:32]1.[OH2:27]>>[N:7]1([C:14](=[O:15])[O:16][CH2:17][CH3:18])[CH2:8][CH2:9][N:10]([CH2:19][c:20]2[cH:21][cH:22][cH:23][cH:24][cH:25]2)[CH2:11][CH2:12][CH2:13]1. The reactants are NCCNC(OC(C)(C)C)=O (Tert-butyl 2-aminoethylcarbamate), CCN(CC)CCO (DEEA), BrCC(=O)NC1=CC(=CC=C1)C(F)(F)F (2-bromo-N-(3-(trifluoromethyl)-phenyl)acetamide). The solvent is ClCCl (dichloromethane). Run at time 6 hour. The product is FC(C=1C=C(C=CC1)NC(=O)N(CCNC(OC(C)(C)C)=O)C)(F)F (tert-Butyl 2-((3-(trifluoromethyl)phenylcarbamoyl)-methylamino)-ethylcarbamate). Yield: 50.0%. RXN SMILES: [NH2:1][CH2:2][CH2:3][NH:4][C:5](=[O:11])[O:6][C:7]([CH3:10])([CH3:9])[CH3:8].[CH3:12]CN(CCO)CC.BrC[C:22]([NH:24][C:25]1[CH:30]=[CH:29][CH:28]=[C:27]([C:31]([F:34])([F:33])[F:32])[CH:26]=1)=[O:23]>ClCCl>[F:32][C:31]([F:33])([F:34])[C:27]1[CH:26]=[C:25]([NH:24][C:22]([N:1]([CH3:12])[CH2:2][CH2:3][NH:4][C:5](=[O:11])[O:6][C:7]([CH3:8])([CH3:10])[CH3:9])=[O:23])[CH:30]=[CH:29][CH:28]=1. Reported procedure: Tert-butyl 2-aminoethylcarbamate (0.32 g, 2 mmol) was dissolved in dichloromethane with DEEA (0.6 mL, 3.4 mmol). To this solution, 2-bromo-N-(3-(trifluoromethyl)-phenyl)acetamide was added and the reaction mixture stirred for 6 hours at room temperature. The reaction mixture was concentrated to an oil and purified by column chromatography (eluent: EtOAC) to give the product 0.37 g, 1.02 mmol, 50% yield. 1H NMR (500 MHz, CDCl3) δ 9.39 (s, 1H), 7.82 (s, 1H), 7.78 (d, J=7.8 Hz, 1H), 7.37 (t, J=7.9 ... The reactants are CC(=O)N1CCC(C(=O)N(CCCN2CCC(=O)CC2)c2ccc(Cl)c(Cl)c2)CC1, CC(=O)O[BH-](OC(C)=O)OC(C)=O, O=C([O-])O, C1CCOC1, CC(=O)O, Nc1ccc(F)cc1, [Na+], [Na+]. Product: CC(=O)N1CCC(C(=O)N(CCCN2CCC(Nc3ccc(F)cc3)CC2)c2ccc(Cl)c(Cl)c2)CC1. RXN SMILES: [C:1]([CH3:2])(=[O:3])[N:4]1[CH2:5][CH2:6][CH:7]([C:10](=[O:11])[N:12]([CH2:13][CH2:14][CH2:15][N:16]2[CH2:17][CH2:18][C:19](=[O:22])[CH2:20][CH2:21]2)[c:23]2[cH:24][c:25]([Cl:30])[c:26]([Cl:29])[cH:27][cH:28]2)[CH2:8][CH2:9]1.[C:43]([O:44][BH-:45]([O:46][C:47](=[O:48])[CH3:49])[O:50][C:51](=[O:52])[CH3:53])(=[O:54])[CH3:55].[C:57](=[O:58])([O-:59])[OH:60].[CH2:62]1[O:63][CH2:64][CH2:65][CH2:66]1.[CH3:39][C:40](=[O:41])[OH:42].[NH2:31][c:32]1[cH:33][cH:34][c:35]([F:36])[cH:37][cH:38]1.[Na+:56].[Na+:61]>>[C:1]([CH3:2])(=[O:3])[N:4]1[CH2:5][CH2:6][CH:7]([C:10](=[O:11])[N:12]([CH2:13][CH2:14][CH2:15][N:16]2[CH2:17][CH2:18][CH:19]([NH:31][c:32]3[cH:33][cH:34][c:35]([F:36])[cH:37][cH:38]3)[CH2:20][CH2:21]2)[c:23]2[cH:24][c:25]([Cl:30])[c:26]([Cl:29])[cH:27][cH:28]2)[CH2:8][CH2:9]1. Starting materials: solution, C(CCC)[Li] (n-butyllithium), CCCCCC (hexane), S1C=CC=C1 (thiophene), FC1=CC=C(CBr)C=C1 (4-fluorobenzyl bromide). The reagents and catalysts are [Pd].C1(=CC=CC=C1)P(C1=CC=CC=C1)C1=CC=CC=C1.C1(=CC=CC=C1)P(C1=CC=CC=C1)C1=CC=CC=C1.C1(=CC=CC=C1)P(C1=CC=CC=C1)C1=CC=CC=C1.C1(=CC=CC=C1)P(C1=CC=CC=C1)C1=CC=CC=C1 (tetrakis(triphenylphosphine) palladium(0)). Run in C1CCOC1 (THF), C1CCOC1 (THF), CCOCC (ether). Run at temperature 0 celsius, time 1.5 hour. The product is FC1=CC=C(C=C1)CC=1SC=CC1 (2-(4-fluorophenylmethyl)thiophene). Yield: 80.7%. As a reaction SMILES: [S:1]1[CH:5]=[CH:4][CH:3]=[CH:2]1.C([Li])CCC.CCCCCC.[F:17][C:18]1[CH:25]=[CH:24][C:21]([CH2:22]Br)=[CH:20][CH:19]=1>C1COCC1.[Pd].C1(P(C2C=CC=CC=2)C2C=CC=CC=2)C=CC=CC=1.C1(P(C2C=CC=CC=2)C2C=CC=CC=2)C=CC=CC=1.C1(P(C2C=CC=CC=2)C2C=CC=CC=2)C=CC=CC=1.C1(P(C2C=CC=CC=2)C2C=CC=CC=2)C=CC=CC=1.CCOCC>[F:17][C:18]1[CH:25]=[CH:24][C:21]([CH2:22][C:2]2[S:1][CH:5]=[CH:4][CH:3]=2)=[CH:20][CH:19]=1 |f:5.6.7.8.9|. Reported procedure: A solution of thiophene (12.6 g, 0.15 mol) in a mixture of anhydrous ether (230 mL) and anhydrous THF (70 mL) was treated dropwise at 0° C. with a 2.5M solution of n-butyllithium in hexane (54.0 mL, 0.134 mol). The mixture was stirred at 0° C. for 1.5 hours and then transferred by cannula into a -78° C. solution of 4-fluorobenzyl bromide (23.6 g, 0.125 mol) containing tetrakis(triphenylphosphine) palladium(0) (1.25 g) in anhydrous THF (200 mL). The reaction mixture was stirred at ambient tempera... Reactants: Cl.OC[C@@H]1NC[C@H](C1)C ((2R,4S)-2-Hydroxymethyl-4-methylpyrrolidine hydrochloride), C(C=C)#N (acrylonitrile). Product: OC[C@@H]1N(C[C@H](C1)C)CCC#N (3-[(2R,4S)-2-hydroxymethyl-4-methylpyrrolidin-1-yl]propionitrile). RXN SMILES: Cl.[OH:2][CH2:3][C@H:4]1[CH2:8][C@H:7]([CH3:9])[CH2:6][NH:5]1.[C:10](#[N:13])[CH:11]=[CH2:12]>>[OH:2][CH2:3][C@H:4]1[CH2:8][C@H:7]([CH3:9])[CH2:6][N:5]1[CH2:12][CH2:11][C:10]#[N:13] |f:0.1|. Procedure: (2R,4S)-4-Methylpyrrolidine-2-carboxylic acid described in J. Chem. Soc. C, pp. 514-522 (1971) is reacted with di-tert-butyl dicarbonate to give (2R,4S)-1-tert-butoxycarbonyl-4-methylpyrrolidine-2-carboxylic acid. (2R,4S)-1-tert-Butoxycarbonyl-4-methylpyrrolidine-2-carboxylic acid is reacted with methyl iodide in the presence of potassium carbonate in acetonitrile solvent to give methyl (2R,4S)-1-tert-butoxycarbonyl-4-methylpyrrolidine-2-carboxylate. Methyl (2R,4S)-1-tert-butoxycarbonyl-4-methyl... The reactants are ClC1=NC=CC(=N1)C=1C=C(CNCCC2=CC=NC=C2)C=CC1 ([3-(2-Chloro-pyrimidin-4-yl)-benzyl]-(2-pyridin-4-yl-ethyl)-amine), CS(=O)(=O)Cl (methanesulfonyl chloride), 403. Product: ClC1=NC=CC(=N1)C=1C=C(CN(S(=O)(=O)C)CCC2=CC=NC=C2)C=CC1 (N-[3-(2-chloro-pyrimidin-4-yl)-benzyl]-N-(2-pyridin-4-yl-ethyl)-methanesulfonamide). Reaction SMILES: [Cl:1][C:2]1[N:7]=[C:6]([C:8]2[CH:9]=[C:10]([CH:21]=[CH:22][CH:23]=2)[CH2:11][NH:12][CH2:13][CH2:14][C:15]2[CH:20]=[CH:19][N:18]=[CH:17][CH:16]=2)[CH:5]=[CH:4][N:3]=1.[CH3:24][S:25](Cl)(=[O:27])=[O:26]>>[Cl:1][C:2]1[N:7]=[C:6]([C:8]2[CH:9]=[C:10]([CH:21]=[CH:22][CH:23]=2)[CH2:11][N:12]([CH2:13][CH2:14][C:15]2[CH:20]=[CH:19][N:18]=[CH:17][CH:16]=2)[S:25]([CH3:24])(=[O:27])=[O:26])[CH:5]=[CH:4][N:3]=1. Procedure details: Intermediate 20 was coupled with methanesulfonyl chloride following procedure D. LC-MS showed the product had the expected M+H+ of 403.